This data is from the Open Reaction Database (ORD), a public repository of structured organic reaction records. The task is: describe an organic reaction: reactants, conditions, products, and yield RXN SMILES: I.[S:2]1[C:6]2[CH2:7][C:8]3[CH:9]=[CH:10][CH:11]=[CH:12][C:13]=3[C:5]=2[N:4]=[C:3]1[NH2:14].[C:15](Cl)(=[O:22])[C:16]1[CH:21]=[CH:20][CH:19]=[CH:18][CH:17]=1>N1C=CC=CC=1>[S:2]1[C:6]2[CH2:7][C:8]3[CH:9]=[CH:10][CH:11]=[CH:12][C:13]=3[C:5]=2[N:4]=[C:3]1[NH:14][C:15](=[O:22])[C:16]1[CH:21]=[CH:20][CH:19]=[CH:18][CH:17]=1 |f:0.1|. Reaction conditions: temperature 80 celsius, time 8 hour. Reactants: I.S1C(=NC2=C1CC=1C=CC=CC12)N (8H-Indeno[1,2-d]thiazol-2-ylamine hydroiodide), C(C1=CC=CC=C1)(=O)Cl (benzoyl chloride). Procedure details: To a mixture of Indeno[1,2-d]thiazol-2-ylamine hydroiodide 1a (100 mg; 0.32 mmol) in pyridine (2 mL) was added benzoyl chloride (0.12 mL; 0.96 mmol) dropwise. The mixture was then agitated at 80° C. in a sealed tube overnight. The mixture was allowed to cool to room temperature and the solvent removed in vacuo. The residue was taken up into ethyl acetate and the extract allowed to stir with 2M sodium carbonate solution for 2 hours at room temperature. The organic layer was then washed with brine... Run in N1=CC=CC=C1 (pyridine). Product: S1C(=NC2=C1CC=1C=CC=CC12)NC(C1=CC=CC=C1)=O (N-(8H-Indeno[1,2-d]thiazol-2-yl)-benzamide). Isolated yield 56.7%. The reactants are CCOC(=O)CC(=O)OCC, CCCC1CCC(Br)CC1, CCO, [Na]. Product: CCCC1CCC(C(C(=O)OCC)C(=O)OCC)CC1. RXN SMILES: [C:2]([CH2:3][C:4](=[O:5])[O:6][CH2:7][CH3:8])(=[O:9])[O:10][CH2:11][CH3:12].[CH2:13]([CH2:14][CH3:15])[CH:16]1[CH2:17][CH2:18][CH:19]([Br:22])[CH2:20][CH2:21]1.[CH3:23][CH2:24][OH:25].[Na:1]>>[C:2]([CH:3]([C:4](=[O:5])[O:6][CH2:7][CH3:8])[CH:19]1[CH2:18][CH2:17][CH:16]([CH2:13][CH2:14][CH3:15])[CH2:21][CH2:20]1)(=[O:9])[O:10][CH2:11][CH3:12]. The reactants are Cl.Cl.N1N=CC=C1C1CNCCC1 (3-(1H-pyrazol-5-yl)piperidine dihydrochloride), CCN(C(C)C)C(C)C (DIPEA), C(C)(=O)O (acetic acid), C(C)N1C=2CCCCC2C=2C=C(C=CC12)C=O (9-ethyl-6,7,8,9-tetrahydro-5H-carbazole-3-carbaldehyde), [BH3-]C#N.[Na+] (NaBH3CN), C([O-])(O)=O.[Na+] (sodium bicarbonate). Run in ClCCl (dichloromethane), CO (MeOH), C(Cl)Cl (DCM), C(C)O (ethanol). Conditions: temperature 40 celsius. Product: N1N=CC=C1C1CN(CCC1)CC=1C=CC=2N(C=3CCCCC3C2C1)CC (3-((3-(1H-pyrazol-5-yl)piperidin-1-yl)methyl)-9-ethyl-6,7,8,9-tetrahydro-5H-carbazole). Yield: 31.3%. As a reaction SMILES: Cl.Cl.[NH:3]1[C:7]([CH:8]2[CH2:13][CH2:12][CH2:11][NH:10][CH2:9]2)=[CH:6][CH:5]=[N:4]1.CCN(C(C)C)C(C)C.C(O)(=O)C.[CH2:27]([N:29]1[C:41]2[CH:40]=[CH:39][C:38]([CH:42]=O)=[CH:37][C:36]=2[C:35]2[CH2:34][CH2:33][CH2:32][CH2:31][C:30]1=2)[CH3:28].[BH3-]C#N.[Na+].C(=O)(O)[O-].[Na+]>C(O)C.ClCCl.CO>[NH:3]1[C:7]([CH:8]2[CH2:13][CH2:12][CH2:11][N:10]([CH2:42][C:38]3[CH:39]=[CH:40][C:41]4[N:29]([CH2:27][CH3:28])[C:30]5[CH2:31][CH2:32][CH2:33][CH2:34][C:35]=5[C:36]=4[CH:37]=3)[CH2:9]2)=[CH:6][CH:5]=[N:4]1 |f:0.1.2,6.7,8.9|. Reported procedure: A 250-mL round-bottomed flask was charged a solution of 3-(1H-pyrazol-5-yl)piperidine dihydrochloride (2.9 g, 13.00 mmol, 1.50 equiv) in ethanol (150 mL) and DIPEA (4.55 g, 35.23 mmol, 4.00 equiv), acetic acid (3.17 g, 52.83 mmol, 6.00 equiv), 9-ethyl-6,7,8,9-tetrahydro-5H-carbazole-3-carbaldehyde (2 g, 8.81 mmol, 1.00 equiv) and NaBH3CN (1.665 g, 26.43 mmol, 3.00 equiv). The resulting mixture was heated to 40° C. in an oil bath for 16 hours. The reaction progress was monitored by TLC (DCM: MeOH...